From a dataset of the Open Reaction Database (ORD), a public repository of structured organic reaction records. describe an organic reaction: reactants, conditions, products, and yield The reactants are CCO, CCCCC1OC(=O)c2cc(N)ccc21, O=C1CCCC1. RXN SMILES: [CH3:22][CH2:23][OH:24].[NH2:1][c:2]1[cH:3][cH:4][c:5]2[c:10]([cH:11]1)[C:8](=[O:9])[O:7][CH:6]2[CH2:12][CH2:13][CH2:14][CH3:15].[O:16]=[C:17]1[CH2:18][CH2:19][CH2:20][CH2:21]1>>[NH:1]([c:2]1[cH:3][cH:4][c:5]2[c:10]([cH:11]1)[C:8](=[O:9])[O:7][CH:6]2[CH2:12][CH2:13][CH2:14][CH3:15])[CH:17]1[CH2:18][CH2:19][CH2:20][CH2:21]1. The product is CCCCC1OC(=O)c2cc(NC3CCCC3)ccc21. Product: NC=1N=CC(=C2C1OC(=C2)C2CCCC2)C=2C=NN(C2)C2CCN(CC2)C(C)=O (1-{4-[4-(7-amino-2-cyclopentylfuro[2,3-c]pyridin-4-yl)-1H-pyrazol-1-yl]piperidin-1-yl}ethanone). Reported procedure: 1-{4-[4-(7-Amino-2-cyclopent-1-enyl-furo[2,3-c]pyridin-4-yl)-pyrazol-1-yl]-piperidin-1-yl}-ethanone (80 mg, 0.2 mmol) and10% Pd/C (20 mg) were suspended in dry THF (30 mL) and the solution was stirred at rt under a hydrogen balloon overnight. The Pd/C was filtered and the filtrate was concentrated. The residue was purified by preparative TLC (5:1 DCM:MeOH) to afford 32 mg (40%) of the title compound. 1H NMR (400 MHz, CD3OD): δ 8.03 (d, J=0.8 Hz, 1H), 7.80-7.81 (d, J=0.8 Hz, 1H), 7.79 (s, 1H), 6.... Reaction SMILES: [NH2:1][C:2]1[N:3]=[CH:4][C:5]([C:16]2[CH:17]=[N:18][N:19]([CH:21]3[CH2:26][CH2:25][N:24]([C:27](=[O:29])[CH3:28])[CH2:23][CH2:22]3)[CH:20]=2)=[C:6]2[CH:10]=[C:9]([C:11]3[CH2:15][CH2:14][CH2:13][CH:12]=3)[O:8][C:7]=12>C1COCC1.[Pd]>[NH2:1][C:2]1[N:3]=[CH:4][C:5]([C:16]2[CH:17]=[N:18][N:19]([CH:21]3[CH2:26][CH2:25][N:24]([C:27](=[O:29])[CH3:28])[CH2:23][CH2:22]3)[CH:20]=2)=[C:6]2[CH:10]=[C:9]([CH:11]3[CH2:12][CH2:13][CH2:14][CH2:15]3)[O:8][C:7]=12. The reagents and catalysts are [Pd] (Pd/C). Reactants: NC=1N=CC(=C2C1OC(=C2)C2=CCCC2)C=2C=NN(C2)C2CCN(CC2)C(C)=O (1-{4-[4-(7-Amino-2-cyclopent-1-enyl-furo[2,3-c]pyridin-4-yl)-pyrazol-1-yl]-piperidin-1-yl}-ethanone). Conditions: time 8 hour. The yield is 40.7%. Run in C1CCOC1 (THF).